The task is: describe an organic reaction: reactants, conditions, products, and yield. This data is from the Open Reaction Database (ORD), a public repository of structured organic reaction records. Reactants: ClC1=CC=C(C=C1)SCC(C(CCCl)(C)C)=O (1-(4-chlorophenylthio)-5-chloro-3,3-dimethyl-2-pentanone), BrBr (bromine). The solvent is C(Cl)(Cl)Cl (chloroform). Reaction conditions: time 1 hour. Product: BrC(C(C(CCCl)(C)C)=O)SC1=CC=C(C=C1)Cl (1-bromo-1-(4-chlorophenylthio)-5-chloro-3,3-dimethyl-2-pentanone). Yield: 99.3%. As a reaction SMILES: [Cl:1][C:2]1[CH:7]=[CH:6][C:5]([S:8][CH2:9][C:10](=[O:17])[C:11]([CH3:16])([CH3:15])[CH2:12][CH2:13][Cl:14])=[CH:4][CH:3]=1.[Br:18]Br>C(Cl)(Cl)Cl>[Br:18][CH:9]([S:8][C:5]1[CH:6]=[CH:7][C:2]([Cl:1])=[CH:3][CH:4]=1)[C:10](=[O:17])[C:11]([CH3:15])([CH3:16])[CH2:12][CH2:13][Cl:14]. Reported procedure: 137 g (0.47 mole) of 1-(4-chlorophenylthio)-5-chloro-3,3-dimethyl-2-pentanone are dissolved in 1,000 ml of chloroform. 75.3 g (0.47 mole) of bromine are added dropwise at room temperature such that the solution is always decolorized. The reaction mixture is then subsequently stirred at room temperature for 1 hour and is concentrated by distilling off the solvent. 172.7 g (99.3% of theory) of 1-bromo-1-(4-chlorophenylthio)-5-chloro-3,3-dimethyl-2-pentanone of refractive index nD20 1.5796 are obta... Reactants: CO, Cc1cc(C(=O)NCc2cccc(OC(=O)c3ccsc3)c2)cc(Cl)c1C(=O)NC(CNC(=O)c1ccsc1)C(=O)O, [Na+], [OH-]. Yields the product Cc1cc(C(=O)NCc2cccc(O)c2)cc(Cl)c1C(=O)NC(CNC(=O)c1ccsc1)C(=O)O. Reaction SMILES: [CH3:45][OH:46].[Cl:3][c:4]1[c:5]([C:6](=[O:7])[NH:8][CH:9]([CH2:10][NH:11][C:12](=[O:13])[c:14]2[cH:15][s:16][cH:17][cH:18]2)[C:19](=[O:20])[OH:21])[c:22]([CH3:44])[cH:23][c:24]([C:26](=[O:27])[NH:28][CH2:29][c:30]2[cH:31][c:32]([O:36][C:37]([c:38]3[cH:39][cH:40][s:41][cH:42]3)=[O:43])[cH:33][cH:34][cH:35]2)[cH:25]1.[Na+:2].[OH-:1]>>[Cl:3][c:4]1[c:5]([C:6](=[O:7])[NH:8][CH:9]([CH2:10][NH:11][C:12](=[O:13])[c:14]2[cH:15][s:16][cH:17][cH:18]2)[C:19](=[O:20])[OH:21])[c:22]([CH3:44])[cH:23][c:24]([C:26](=[O:27])[NH:28][CH2:29][c:30]2[cH:31][c:32]([OH:36])[cH:33][cH:34][cH:35]2)[cH:25]1.